Dataset: the Open Reaction Database (ORD), a public repository of structured organic reaction records. Task: describe an organic reaction: reactants, conditions, products, and yield The reactants are CO (methanol), [OH-].C[N+](CC1=CC=CC=C1)(C)C (trimethylbenzylammonium hydroxide), CSCS(=O)C (FAMSO), O(C1=CC=CC=C1)C=1C=C(C=O)C=CC1 (m-phenoxybenzaldehyde). Solvent: O1CCCC1 (tetrahydrofuran), C(Cl)Cl (Methylene chloride). Yields the product CS(=O)C(=CC1=CC(=CC=C1)OC1=CC=CC=C1)SC (1-methylsulfinyl-1-methylthio-2-(m-phenoxyphenyl)ethylene). Yield: 61.2%. As a reaction SMILES: [CH3:1][S:2][CH2:3][S:4]([CH3:6])=[O:5].[O:7]([C:14]1[CH:15]=[C:16]([CH:19]=[CH:20][CH:21]=1)[CH:17]=O)[C:8]1[CH:13]=[CH:12][CH:11]=[CH:10][CH:9]=1.CO.[OH-].C[N+](C)(C)CC1C=CC=CC=1>O1CCCC1.C(Cl)Cl>[CH3:6][S:4]([C:3]([S:2][CH3:1])=[CH:17][C:16]1[CH:19]=[CH:20][CH:21]=[C:14]([O:7][C:8]2[CH:13]=[CH:12][CH:11]=[CH:10][CH:9]=2)[CH:15]=1)=[O:5] |f:3.4|. Procedure: FAMSO (1.27 g) and 2.00 g of m-phenoxybenzaldehyde were dissolved in 10 ml of tetrahydrofuran, and 1 ml of a 40% methanol solution of trimethylbenzylammonium hydroxide was added. The mixture was heated under reflux for 26 hours. Methylene chloride (50 ml) was added, and the reaction mixture was washed with 3N dilute sulfuric acid. The product was dried over anhydrous potassium carbonate, concentrated under reduced pressure, and chromatographed on a silica gel column using methylene chloride as a...